From a dataset of the Open Reaction Database (ORD), a public repository of structured organic reaction records. describe an organic reaction: reactants, conditions, products, and yield Starting materials: CO, COC(=O)C(C)(Cc1ccccc1)OC, Cl, [Li+], [OH-]. Yields the product COC(C)(Cc1ccccc1)C(=O)O. As a reaction SMILES: [CH3:19][OH:20].[CH3:1][O:2][C:3]([C:4]([CH2:5][c:6]1[cH:7][cH:8][cH:9][cH:10][cH:11]1)([CH3:12])[O:13][CH3:14])=[O:15].[ClH:18].[Li+:16].[OH-:17]>>[O:2]=[C:3]([C:4]([CH2:5][c:6]1[cH:7][cH:8][cH:9][cH:10][cH:11]1)([CH3:12])[O:13][CH3:14])[OH:15]. Starting materials: CN1C(=CC(=C1)NC(=O)C=1N(C=C(C1)NC(=O)C=1N(C=C(C1)[N+](=O)[O-])C)C)C(=O)NCCC#N (3-[1-methyl-4-[1-methyl-4-[1-methyl-4-nitropyrrole-2-carboxamido]pyrrole-2-carboxamido]pyrrole-2-carboxamido]propionitrile), Cl (hydrogen chloride), solution, NO (hydroxylamine). Run in C(C)O (ethanol), C(C)O (ethanol). Conditions: time 24 hour. The product is CN1C(=CC(=C1)NC(=O)C=1N(C=C(C1)NC(=O)C=1N(C=C(C1)[N+](=O)[O-])C)C)C(=O)NCCC(N)=NO (3-[1-methyl-4[1-methyl-4[1-methyl-4-nitropyrrole-2-carboxamido]pyrrole-2-carboxamido]pyrrole-2-carboxamido]propionamidoxime). As a reaction SMILES: [CH3:1][N:2]1[CH:6]=[C:5]([NH:7][C:8]([C:10]2[N:11]([CH3:27])[CH:12]=[C:13]([NH:15][C:16]([C:18]3[N:19]([CH3:26])[CH:20]=[C:21]([N+:23]([O-:25])=[O:24])[CH:22]=3)=[O:17])[CH:14]=2)=[O:9])[CH:4]=[C:3]1[C:28]([NH:30][CH2:31][CH2:32][C:33]#[N:34])=[O:29].Cl.[NH2:36][OH:37]>C(O)C>[CH3:1][N:2]1[CH:6]=[C:5]([NH:7][C:8]([C:10]2[N:11]([CH3:27])[CH:12]=[C:13]([NH:15][C:16]([C:18]3[N:19]([CH3:26])[CH:20]=[C:21]([N+:23]([O-:25])=[O:24])[CH:22]=3)=[O:17])[CH:14]=2)=[O:9])[CH:4]=[C:3]1[C:28]([NH:30][CH2:31][CH2:32][C:33](=[N:36][OH:37])[NH2:34])=[O:29]. Procedure: 1.2 g of 3-[1-methyl-4-[1-methyl-4-[1-methyl-4-nitropyrrole-2-carboxamido]pyrrole-2-carboxamido]pyrrole-2-carboxamido]propionitrile (prepared as reported in J.Med.Chem 22,1296-1301,1979) was suspended in dry ethanol and the solution saturated with dry hydrogen chloride. After 24 hours at room temperature, the solvent was evaporated in vacuum and the residue treated with two equivalents of solution of hydroxylamine in dry ethanol. After 24 hours at room temperature, the solvent was evaporated in ... Reactants: FC1=CC=C(C=C1)C(=O)N=C=S (4-fluoro-1-benzenecarbonyl isothiocyanate), FC1=CC=C(C=C1)C(=O)Cl (4-fluoro-1-benzenecarbonyl chloride), COC=1C=C2C(=CC=NC2=CC1OC)OC1=CC(=C(N)C=C1)F (4-[(6,7-Dimethoxy-4-quinolyl)oxy]-2-fluoroaniline). The solvent is C(C)O (ethanol), C(C)O (ethanol), C1(=CC=CC=C1)C (toluene). Conditions: time 2 hour. The product is FC1=CC=C(C=C1)C(=O)N=C=S (4-Fluoro-1-benzenecarbonyl isothiocyanate), COC=1C=C2C(=CC=NC2=CC1OC)OC1=CC(=C(C=C1)NC(=S)NC(C1=CC=C(C=C1)F)=O)F (N-{4-[(6,7-Dimethoxy-4-quinolyl)oxy]-2-fluorophenyl}-N′-(4-fluorobenzoyl)thiourea). Yield: 83.0%. Reaction SMILES: FC1C=CC(C(Cl)=O)=CC=1.[CH3:11][O:12][C:13]1[CH:14]=[C:15]2[C:20](=[CH:21][C:22]=1[O:23][CH3:24])[N:19]=[CH:18][CH:17]=[C:16]2[O:25][C:26]1[CH:32]=[CH:31][C:29]([NH2:30])=[C:28]([F:33])[CH:27]=1.[F:34][C:35]1[CH:40]=[CH:39][C:38]([C:41]([N:43]=[C:44]=[S:45])=[O:42])=[CH:37][CH:36]=1>C1(C)C=CC=CC=1.C(O)C>[F:34][C:35]1[CH:36]=[CH:37][C:38]([C:41]([N:43]=[C:44]=[S:45])=[O:42])=[CH:39][CH:40]=1.[CH3:11][O:12][C:13]1[CH:14]=[C:15]2[C:20](=[CH:21][C:22]=1[O:23][CH3:24])[N:19]=[CH:18][CH:17]=[C:16]2[O:25][C:26]1[CH:32]=[CH:31][C:29]([NH:30][C:44]([NH:43][C:41](=[O:42])[C:38]2[CH:39]=[CH:40][C:35]([F:34])=[CH:36][CH:37]=2)=[S:45])=[C:28]([F:33])[CH:27]=1. Procedure details: 4-Fluoro-1-benzenecarbonyl isothiocyanate was prepared using commercially available 4-fluoro-1-benzenecarbonyl chloride (80 mg) as a starting compound according to the description of the literature. 4-[(6,7-Dimethoxy-4-quinolyl)oxy]-2-fluoroaniline (50 mg) was dissolved in toluene (5 ml) and ethanol (1 ml) to prepare a solution. A solution of 4-fluoro-1-benzenecarbonyl isothiocyanate in ethanol (1 ml) was then added to the solution, and the mixture was stirred at room temperature for 2 hr. The r... The reactants are Cl[SiH2]Cl (dichlorosilane), C=CC1=CC=CC=C1 (styrene), stainless steel. The reagents and catalysts are [H+].[H+].Cl[Pt-2](Cl)(Cl)(Cl)(Cl)Cl (chloroplatinic acid). Run in C(C)(C)O (isopropanol). Reaction conditions: temperature 50 celsius. Yields the product C(CC1=CC=CC=C1)[Si](Cl)(Cl)CCC1=CC=CC=C1 (diphenethyldichlorosilane). Reaction SMILES: [Cl:1][SiH2:2][Cl:3].[CH2:4]=[CH:5][C:6]1[CH:11]=[CH:10][CH:9]=[CH:8][CH:7]=1>[H+].[H+].Cl[Pt-2](Cl)(Cl)(Cl)(Cl)Cl.C(O)(C)C>[CH2:4]([Si:2]([CH2:4][CH2:5][C:6]1[CH:11]=[CH:10][CH:9]=[CH:8][CH:7]=1)([Cl:3])[Cl:1])[CH2:5][C:6]1[CH:11]=[CH:10][CH:9]=[CH:8][CH:7]=1 |f:2.3.4|. Procedure details: 30.0 g (300 millimol) of dichlorosilane, 56.5 g (543 millimol) of styrene and 50 ml of an isopropanol solution of chloroplatinic acid [H2PtCl6.6H2O (4.83×10-6 mol)] were charged in a 200 ml pressure-proof stainless steel reaction tube and reaction was carried out as in example 3 by heating in an oil bath at 50° C. for 15 hours with stirring. After reaction, the reacted liquid resinified and no diphenethyldichlorosilane was obtained. Starting materials: CC(O)=S, CCOC(=O)C(NC(=O)OC(C)(C)C)C1C(CCO)C1C(=O)OCC, CCOC(=O)N=NC(=O)OCC, C1CCOC1, c1ccc(P(c2ccccc2)c2ccccc2)cc1. Product: CCOC(=O)C(NC(=O)OC(C)(C)C)C1C(CCSC(C)=O)C1C(=O)OCC. As a reaction SMILES: [C:32]([CH3:33])(=[S:34])[OH:35].[C:36]([CH3:37])([CH3:38])([CH3:39])[O:40][C:41](=[O:42])[NH:43][CH:44]([C:45](=[O:46])[O:47][CH2:48][CH3:49])[CH:50]1[CH:51]([C:56](=[O:57])[O:58][CH2:59][CH3:60])[CH:52]1[CH2:53][CH2:54][OH:55].[O:20]=[C:21]([O:22][CH2:23][CH3:24])[N:25]=[N:26][C:27]([O:28][CH2:29][CH3:30])=[O:31].[O:61]1[CH2:62][CH2:63][CH2:64][CH2:65]1.[c:1]1([P:2]([c:3]2[cH:4][cH:5][cH:6][cH:7][cH:8]2)[c:9]2[cH:10][cH:11][cH:12][cH:13][cH:14]2)[cH:15][cH:16][cH:17][cH:18][cH:19]1>>[C:32]([CH3:33])([S:34][CH2:54][CH2:53][CH:52]1[CH:50]([CH:44]([NH:43][C:41]([O:40][C:36]([CH3:37])([CH3:38])[CH3:39])=[O:42])[C:45](=[O:46])[O:47][CH2:48][CH3:49])[CH:51]1[C:56](=[O:57])[O:58][CH2:59][CH3:60])=[O:35]. The reactants are O (water), CC1=CC(=C(C2=C1C(=O)OC=3C(=C(C=C(C3O2)C(=O)O)OC)C)C=O)O (Psoromic acid), CN(C)C=O (DMF), CI (CH3I), C(=O)([O-])[O-].[K+].[K+] (K2CO3). Product: COC(=O)C1=CC(=C(C=2OC(C3=C(OC21)C(=C(C=C3C)OC)C=O)=O)C)OC (4-Formyl-3,8-dimethoxy-1,9-dimethyl-11-oxo-11H-dibenzo[b,e][1,4]dioxepine-6-carboxylic acid methyl ester). As a reaction SMILES: [CH3:1][C:2]1[C:7]2[C:8]([O:10][C:11]3[C:12]([CH3:23])=[C:13]([O:21][CH3:22])[CH:14]=[C:15](C(O)=O)[C:16]=3[O:17][C:6]=2[C:5]([CH:24]=[O:25])=[C:4](O)[CH:3]=1)=[O:9].[C:27]([O-:30])([O-:29])=O.[K+].[K+].[CH3:33]I.O.CN([CH:39]=[O:40])C>>[CH3:33][O:29][C:27]([C:15]1[C:16]2[O:17][C:6]3[C:5]([CH:24]=[O:25])=[C:4]([O:40][CH3:39])[CH:3]=[C:2]([CH3:1])[C:7]=3[C:8](=[O:9])[O:10][C:11]=2[C:12]([CH3:23])=[C:13]([O:21][CH3:22])[CH:14]=1)=[O:30] |f:1.2.3|. Procedure: Psoromic acid (1 mmol) was dissolved in DMF (10 mL), K2CO3 (2.4 mmol) was added and stirred for several minutes at room temperature. Then, CH3I (2.4 mmol) were added. The reaction mixture was maintained at 40° C. and monitored by TLC. Upon completion, the reaction mixture was poured into 50 mL of water and extracted with ethyl acetate. The organic layer was subsequently washed with saturated NaHCO3 solution and saturated brine, dried over anhydrous MgSO4, evaporated by a rotatory evaporator and ...